Dataset: the Open Reaction Database (ORD), a public repository of structured organic reaction records. Task: describe an organic reaction: reactants, conditions, products, and yield Reactants: O=C(NCCC1CC1)c1ccc(Cl)nn1, FC(F)(F)c1ccccc1C(=S)N1CCNCC1, C1COCCO1. Product: O=C(NCCC1CC1)c1ccc(N2CCN(C(=S)c3ccccc3C(F)(F)F)CC2)nn1. Reaction SMILES: [CH:19]1([CH2:22][CH2:23][NH:24][C:25](=[O:26])[c:27]2[n:28][n:29][c:30]([Cl:33])[cH:31][cH:32]2)[CH2:20][CH2:21]1.[N:1]1([C:7](=[S:8])[c:9]2[c:10]([C:15]([F:16])([F:17])[F:18])[cH:11][cH:12][cH:13][cH:14]2)[CH2:2][CH2:3][NH:4][CH2:5][CH2:6]1.[O:34]1[CH2:35][CH2:36][O:37][CH2:38][CH2:39]1>>[N:1]1([C:7](=[S:8])[c:9]2[c:10]([C:15]([F:16])([F:17])[F:18])[cH:11][cH:12][cH:13][cH:14]2)[CH2:2][CH2:3][N:4]([c:30]2[n:29][n:28][c:27]([C:25]([NH:24][CH2:23][CH2:22][CH:19]3[CH2:20][CH2:21]3)=[O:26])[cH:32][cH:31]2)[CH2:5][CH2:6]1. Starting materials: O([Na])C.CO (NaOCH3 MeOH), COC1=NC(=NC(=C1)OC)NC(=S)NS(=O)(=O)C1=C(C=CC2=CC=CC=C12)C(=O)OC (methyl 1-[[(4,6-dimethoxypyrimidin-2-yl)aminothiocarbonyl]aminosulfonyl]-2-naphthalenecarboxylate), CI (methyl iodide). Solvent: O1CCCC1 (tetrahydrofuran), O1CCCC1 (tetrahydrofuran). Yields the product COC1=NC(=NC(=C1)OC)NC(SC)=NS(=O)(=O)C1=C(C=CC2=CC=CC=C12)C(=O)OC (Methyl 1-[[(4,6-dimethoxypyrimidin-2-yl amino)(methylthio)methylene]aminosulfonyl]-2-naphthalenecarboxylate). RXN SMILES: [CH3:1][O:2][C:3]1[CH:8]=[C:7]([O:9][CH3:10])[N:6]=[C:5]([NH:11][C:12]([NH:14][S:15]([C:18]2[C:27]3[C:22](=[CH:23][CH:24]=[CH:25][CH:26]=3)[CH:21]=[CH:20][C:19]=2[C:28]([O:30][CH3:31])=[O:29])(=[O:17])=[O:16])=[S:13])[N:4]=1.O([CH3:34])[Na].CO.CI>O1CCCC1>[CH3:10][O:9][C:7]1[CH:8]=[C:3]([O:2][CH3:1])[N:4]=[C:5]([NH:11][C:12](=[N:14][S:15]([C:18]2[C:27]3[C:22](=[CH:23][CH:24]=[CH:25][CH:26]=3)[CH:21]=[CH:20][C:19]=2[C:28]([O:30][CH3:31])=[O:29])(=[O:17])=[O:16])[S:13][CH3:34])[N:6]=1 |f:1.2|. Procedure: To a suspension of methyl 1-[[(4,6-dimethoxypyrimidin-2-yl)aminothiocarbonyl]aminosulfonyl]-2-naphthalenecarboxylate in 200 ml of anhydrous tetrahydrofuran can be added 16.7 ml of 3 M NaOCH3 /MeOH solution. The resulting reaction mixture can be heated to reflux, 3.1 ml of methyl iodide in 10 ml of anhydrous tetrahydrofuran can be added; and the reaction mixture can be refluxed for 3 hours. The reaction mixture can be cooled to cause the formation of a precipitate which can be filtered off and wa... Reactants: COCC(=O)Cl (methoxyacetyl chloride), COC(=O)C(C)NC1=C(C(=CC=C1C)[N+](=O)[O-])C (N-(1'methoxycarbonylethyl)-2,6-dimethyl-3-nitroaniline). Run at time 20 hour. Product: COC(=O)C(C)N(C1=C(C(=CC=C1C)[N+](=O)[O-])C)C(COC)=O (N-(1'-methoxycarbonylethyl)-N-methoxyacetyl-2,6-dimethyl-3-nitroaniline). As a reaction SMILES: [CH3:1][O:2][CH2:3][C:4](Cl)=[O:5].[CH3:7][O:8][C:9]([CH:11]([NH:13][C:14]1[C:19]([CH3:20])=[CH:18][CH:17]=[C:16]([N+:21]([O-:23])=[O:22])[C:15]=1[CH3:24])[CH3:12])=[O:10]>>[CH3:7][O:8][C:9]([CH:11]([N:13]([C:4](=[O:5])[CH2:3][O:2][CH3:1])[C:14]1[C:19]([CH3:20])=[CH:18][CH:17]=[C:16]([N+:21]([O-:23])=[O:22])[C:15]=1[CH3:24])[CH3:12])=[O:10]. Procedure details: 15.2 g of methoxyacetyl chloride are added dropwise at room temperature to 32 g of N-(1'methoxycarbonylethyl)-2,6-dimethyl-3-nitroaniline. After the weakly exothermic reaction has subsided, the reaction solution is stirred for 20 hours at room temperature. The solvent is then removed and the dark red oily residue is distilled in a high vacuum. Compound 28 distills at a temperature of 170°-174° C. and a pressure of 0.07 mbar as a pale yellow oil. Reactants: ClCCl, Cn1cc(N)cn1, CS(C)=O, CCN(C(C)C)C(C)C, Nc1ccc(Br)nc1C(=O)O. Product: Cn1cc(NC(=O)c2nc(Br)ccc2N)cn1. As a reaction SMILES: [CH2:19]([Cl:20])[Cl:21].[CH3:1][n:2]1[n:3][cH:4][c:5]([NH2:7])[cH:6]1.[CH3:31][S:32]([CH3:33])=[O:34].[CH:22]([N:23]([CH:24]([CH3:25])[CH3:26])[CH2:27][CH3:28])([CH3:29])[CH3:30].[NH2:8][c:9]1[c:10]([C:16](=[O:17])[OH:18])[n:11][c:12]([Br:15])[cH:13][cH:14]1>>[CH3:1][n:2]1[n:3][cH:4][c:5]([NH:7][C:16]([c:10]2[c:9]([NH2:8])[cH:14][cH:13][c:12]([Br:15])[n:11]2)=[O:17])[cH:6]1. Reactants: C(C)(C)(C)OC(=O)N1CCC(CC1)O (4-hydroxypiperidine-1-carboxylic acid tert-butyl ester), C[N+]1(CCOCC1)[O-] (N-methylmorpholine oxide). Reagents/catalysts: CCC[N+](CCC)(CCC)CCC.[O-][Ru](=O)(=O)=O (TPAP). Solvent: C(Cl)Cl (CH2Cl2). Reaction conditions: time 2 hour. The product is C(C)(C)(C)OC(=O)N1CCC(CC1)=O (4-oxopiperidine-1-carboxylic acid tert-butyl ester). Yield: 88.8%. As a reaction SMILES: [C:1]([O:5][C:6]([N:8]1[CH2:13][CH2:12][CH:11]([OH:14])[CH2:10][CH2:9]1)=[O:7])([CH3:4])([CH3:3])[CH3:2].C[N+]1([O-])CCOCC1>C(Cl)Cl.CCC[N+](CCC)(CCC)CCC.[O-][Ru](=O)(=O)=O>[C:1]([O:5][C:6]([N:8]1[CH2:9][CH2:10][C:11](=[O:14])[CH2:12][CH2:13]1)=[O:7])([CH3:4])([CH3:2])[CH3:3] |f:3.4|. Reported procedure: A solution of the above alcohol (0.79 g, 3.9 mmol) in CH2Cl2 (20 mL) was treated with molecular seives (1.95 g), N-methylmorpholine oxide (0.69 g, 5.9 mmol), and TPAP (0.14 g, 0.40 mmol). The mixture was stirred for 2 hours at room temperature and then filtered through a plug of silica gel, eluting with Et2O. The filtrate was then concentrated under reduced pressure to afford the desired 4-oxopiperidine-1-carboxylic acid tert-butyl ester (0.69 g, 89%). 1H NMR (CDCl3) δ 1.49 (s, 9H), 2.44 (t, 4H,... Reactants: ClCCCCCBr, O=C([O-])[O-], CC#N, [K+], [K+], O, Oc1ccc(C2=C(c3ccccc3)CCCc3cc(OC4CCCCO4)ccc32)cc1. RXN SMILES: [Br:38][CH2:39][CH2:40][CH2:41][CH2:42][CH2:43][Cl:44].[C:32](=[O:33])([O-:34])[O-:35].[CH3:46][C:47]#[N:48].[K+:36].[K+:37].[OH2:45].[c:1]1([C:7]2=[C:8]([c:25]3[cH:26][cH:27][c:28]([OH:31])[cH:29][cH:30]3)[c:9]3[c:10]([cH:14][c:15]([O:18][CH:19]4[O:20][CH2:21][CH2:22][CH2:23][CH2:24]4)[cH:16][cH:17]3)[CH2:11][CH2:12][CH2:13]2)[cH:2][cH:3][cH:4][cH:5][cH:6]1>>[c:1]1([C:7]2=[C:8]([c:25]3[cH:26][cH:27][c:28]([O:31][CH2:42][CH2:43][Cl:44])[cH:29][cH:30]3)[c:9]3[c:10]([cH:14][c:15]([O:18][CH:19]4[O:20][CH2:21][CH2:22][CH2:23][CH2:24]4)[cH:16][cH:17]3)[CH2:11][CH2:12][CH2:13]2)[cH:2][cH:3][cH:4][cH:5][cH:6]1. Yields the product ClCCOc1ccc(C2=C(c3ccccc3)CCCc3cc(OC4CCCCO4)ccc32)cc1. Starting materials: ClS(=O)(=O)C1=NN(C=N1)C(N(C)C)=O (3-chlorosulfonyl-1-dimethylcarbamoyl-1H-1,2,4-triazole), C(C)(=O)OCC (ethyl acetate), N1=CC=CC=C1 (pyridine). Conditions: time 1 hour. Yields the product N1(CCCCC1)S(=O)(=O)C1=NN(C=N1)C(N(C)C)=O (3-(Piperidin-1-yl)sulfonyl-1-dimethylcarbamoyl-1H-1,2,4-triazole). As a reaction SMILES: Cl[S:2]([C:5]1[N:9]=[CH:8][N:7]([C:10](=[O:14])[N:11]([CH3:13])[CH3:12])[N:6]=1)(=[O:4])=[O:3].C(OCC)(=O)C.[N:21]1[CH:26]=[CH:25][CH:24]=[CH:23][CH:22]=1>>[N:21]1([S:2]([C:5]2[N:9]=[CH:8][N:7]([C:10](=[O:14])[N:11]([CH3:13])[CH3:12])[N:6]=2)(=[O:4])=[O:3])[CH2:26][CH2:25][CH2:24][CH2:23][CH2:22]1. Procedure details: To a mixture of 3-chlorosulfonyl-1-dimethylcarbamoyl-1H-1,2,4-triazole (240 mg) and ethyl acetate (2 ml) was added pyridine (0.2 ml) on a water bath at room temperature. At this temperature the mixture was stirred for 1 hour. The reaction solution was washed with water, followed by saturated aqueous sodium chloride solution, and concentrated. The residue was subjected to a silica-gel column chromatography with 20 to 30% (20% 2-propanol/ethyl acetate)/hexane to yield the title compound (29 mg).